From a dataset of the Open Reaction Database (ORD), a public repository of structured organic reaction records. describe an organic reaction: reactants, conditions, products, and yield The reactants are COC(=O)C=1CN(CCC1)CCOC=C(C1=C(C=CC=C1)CC)C1=C(C=CC=C1)CC (1-(2-((2,2-bis(2-Ethylphenyl)ethenyl)oxy)ethyl)-1,2,5,6-tetrahydro-3-pyridinecarboxylic acid methyl ester), ClCCl (Dichloromethane), [OH-].[Na+] (sodium hydroxide), Cl (hydrochloric acid). Run in C(C)O (ethanol). Conditions: time 5 hour. Yields the product Cl.C(C)C1=C(C=CC=C1)C(=COCCN1CC(=CCC1)C(=O)O)C1=C(C=CC=C1)CC (1-(2-((2,2-bis(2-Ethylphenyl)ethenyl)oxy)ethyl)-1,2,5,6-tetrahydro-3-pyridinecarboxylic acid hydrochloride). The yield is 57.0%. As a reaction SMILES: C[O:2][C:3]([C:5]1[CH2:6][N:7]([CH2:11][CH2:12][O:13][CH:14]=[C:15]([C:24]2[CH:29]=[CH:28][CH:27]=[CH:26][C:25]=2[CH2:30][CH3:31])[C:16]2[CH:21]=[CH:20][CH:19]=[CH:18][C:17]=2[CH2:22][CH3:23])[CH2:8][CH2:9][CH:10]=1)=[O:4].[OH-].[Na+].Cl.[Cl:35]CCl>C(O)C>[ClH:35].[CH2:22]([C:17]1[CH:18]=[CH:19][CH:20]=[CH:21][C:16]=1[C:15]([C:24]1[CH:29]=[CH:28][CH:27]=[CH:26][C:25]=1[CH2:30][CH3:31])=[CH:14][O:13][CH2:12][CH2:11][N:7]1[CH2:8][CH2:9][CH:10]=[C:5]([C:3]([OH:4])=[O:2])[CH2:6]1)[CH3:23] |f:1.2,6.7|. Reported procedure: 1-(2-((2,2-bis(2-Ethylphenyl)ethenyl)oxy)ethyl)-1,2,5,6-tetrahydro-3-pyridinecarboxylic acid methyl ester (1.40 g, 0.00323 mol, prepared similarly to the method described in Example 70) was dissolved in ethanol (10 ml) and 12 N sodium hydroxide solution (0.8 ml) was introduced. After stirring the solution at room temperature for 5 h, 37% hydrochloric acid solution was added until the pH was measured as ca. 1. Dichloromethane (250 ml) was introduced, and the mixture was dried (Na2SO4), filtered a... Reactants: CS(C)=O, CCN(C(C)C)C(C)C, CC(C)N1CCC(c2nc3cc(-c4ccc(Cl)cc4Cl)nc(Cl)n3n2)CC1, Cl, Nc1nc(NC2CCCNC2)ccc1C(=O)C(F)(F)F. Yields the product CC(C)N1CCC(c2nc3cc(-c4ccc(Cl)cc4Cl)nc(N4CCCC(Nc5ccc(C(=O)C(F)(F)F)c(N)n5)C4)n3n2)CC1. As a reaction SMILES: [CH3:58][S:59]([CH3:60])=[O:61].[CH:49]([N:50]([CH2:51][CH3:52])[CH:53]([CH3:54])[CH3:55])([CH3:56])[CH3:57].[Cl:1][c:2]1[n:3][c:4](-[c:20]2[c:21]([Cl:27])[cH:22][c:23]([Cl:26])[cH:24][cH:25]2)[cH:5][c:6]2[n:7]1[n:8][c:9]([CH:11]1[CH2:12][CH2:13][N:14]([CH:17]([CH3:18])[CH3:19])[CH2:15][CH2:16]1)[n:10]2.[ClH:28].[NH2:29][c:30]1[n:31][c:32]([NH:42][CH:43]2[CH2:44][NH:45][CH2:46][CH2:47][CH2:48]2)[cH:33][cH:34][c:35]1[C:36]([C:37]([F:38])([F:39])[F:40])=[O:41]>>[c:2]1([N:45]2[CH2:44][CH:43]([NH:42][c:32]3[n:31][c:30]([NH2:29])[c:35]([C:36]([C:37]([F:38])([F:39])[F:40])=[O:41])[cH:34][cH:33]3)[CH2:48][CH2:47][CH2:46]2)[n:3][c:4](-[c:20]2[c:21]([Cl:27])[cH:22][c:23]([Cl:26])[cH:24][cH:25]2)[cH:5][c:6]2[n:7]1[n:8][c:9]([CH:11]1[CH2:12][CH2:13][N:14]([CH:17]([CH3:18])[CH3:19])[CH2:15][CH2:16]1)[n:10]2. The reactants are CCc1cc(-c2ccc(S(=O)(=O)Cl)s2)c(C)[nH]c1=O, C1CCN(C2CCNCC2)CC1. Product: CCc1cc(-c2ccc(S(=O)(=O)N3CCC(N4CCCCC4)CC3)s2)c(C)[nH]c1=O, Cl. Reaction SMILES: [CH2:1]([CH3:2])[c:3]1[cH:4][c:5](-[c:11]2[cH:12][cH:13][c:14]([S:16](=[O:17])(=[O:18])[Cl:19])[s:15]2)[c:6]([CH3:10])[nH:7][c:8]1=[O:9].[N:20]1([CH:26]2[CH2:27][CH2:28][NH:29][CH2:30][CH2:31]2)[CH2:21][CH2:22][CH2:23][CH2:24][CH2:25]1>>[CH2:1]([CH3:2])[c:3]1[cH:4][c:5](-[c:11]2[cH:12][cH:13][c:14]([S:16](=[O:17])(=[O:18])[N:29]3[CH2:28][CH2:27][CH:26]([N:20]4[CH2:21][CH2:22][CH2:23][CH2:24][CH2:25]4)[CH2:31][CH2:30]3)[s:15]2)[c:6]([CH3:10])[nH:7][c:8]1=[O:9].[ClH:19]. Reactants: C=C(C)C1C(CCCCCC1)=O (2-(prop-1-en-2-yl)cyclooctanone), C(C)ON=CC (acetaldehyde O-ethyl oxime), Cl[Sn](Cl)(Cl)Cl (SnCl4). The solvent is ClCCCl (1,2-dichloroethane). Yields the product C(C)ON1C(CCCCCC\C=C(\CC1C)/C)=O ((E)-1-ethoxy-10,12-dimethylazacyclododec-9-en-2-one). Isolated yield 86.6%. As a reaction SMILES: [CH2:1]=[C:2]([CH:4]1[CH2:11][CH2:10][CH2:9][CH2:8][CH2:7][CH2:6][C:5]1=[O:12])[CH3:3].[CH2:13]([O:15][N:16]=[CH:17][CH3:18])[CH3:14].Cl[Sn](Cl)(Cl)Cl>ClCCCl>[CH2:13]([O:15][N:16]1[CH:17]([CH3:18])[CH2:3][C:2]([CH3:1])=[CH:4][CH2:11][CH2:10][CH2:9][CH2:8][CH2:7][CH2:6][C:5]1=[O:12])[CH3:14]. Procedure details: Following the general procedure as described in Example 23, 2-(prop-1-en-2-yl)cyclooctanone (1.50 g, 9.02 mmol), acetaldehyde O-ethyl oxime (1.18 g, 13.53 mmol), and SnCl4 (2.35 g, 9.02 mmol) in 1,2-dichloroethane (90 ml) were reacted to give the title product as a colorless liquid (1.98 g, 87% yield). E isomer>96%. Starting materials: C(C)O (ethanol), [H-].[Na+] (sodium hydride), CI (methyl iodide), C(CC)N1C(NC(C=2NC=NC12)=S)=O (3-n-propyl-6-thioxanthine). Product: CSC=1C=2NC=NC2N(C(N1)=O)CCC (3,7-Dihydro-6-methylthio-3-n-propyl-2H-purin-2-one). Run in CCCCCC (n-hexane). RXN SMILES: [H-].[Na+].[CH2:3]([N:6]1[C:14]2[N:13]=[CH:12][NH:11][C:10]=2[C:9](=[S:15])[NH:8][C:7]1=[O:16])[CH2:4][CH3:5].CI.[CH2:19](O)C>CCCCCC>[CH3:19][S:15][C:9]1[C:10]2[NH:11][CH:12]=[N:13][C:14]=2[N:6]([CH2:3][CH2:4][CH3:5])[C:7](=[O:16])[N:8]=1 |f:0.1|. Run at time 30 minute. Reported procedure: Under an argon atmosphere, 9.77 g (244 mmol) of 60% sodium hydride was washed 3 times with n-hexane. The solvent was evaporated under reduced pressure to dry. To the residue was added 900 ml of dimethylformamide. Under ice cooling, 57.0 g (271 mmol) of 3-n-propyl-6-thioxanthine (Japanese Published Unexamined Patent Application No. 183287/86) was gently added to the mixture. 15 minutes after, 15.2 ml (244 mmol) of methyl iodide was dropwise added to the reaction solution. After stirring was conti...